Dataset: the Open Reaction Database (ORD), a public repository of structured organic reaction records. Task: describe an organic reaction: reactants, conditions, products, and yield Reactants: CON(C)C(=O)CBr, C1CCOC1, O=C1CCN(C(=O)C=Cc2ccc(Cl)c(Cl)c2)CCN1, [H-], [K+], [Na+], O=S(=O)([O-])O. The product is CON(C)C(=O)CN1CCN(C(=O)C=Cc2ccc(Cl)c(Cl)c2)CCC1=O. As a reaction SMILES: [Br:21][CH2:22][C:23](=[O:24])[N:25]([CH3:26])[O:27][CH3:28].[CH2:37]1[O:38][CH2:39][CH2:40][CH2:41]1.[Cl:1][c:2]1[cH:3][c:4]([CH:9]=[CH:10][C:11](=[O:12])[N:13]2[CH2:14][CH2:15][NH:16][C:17](=[O:20])[CH2:18][CH2:19]2)[cH:5][cH:6][c:7]1[Cl:8].[H-:30].[K+:36].[Na+:29].[S:31](=[O:32])(=[O:33])([OH:34])[O-:35]>>[Cl:1][c:2]1[cH:3][c:4]([CH:9]=[CH:10][C:11](=[O:12])[N:13]2[CH2:14][CH2:15][N:16]([CH2:22][C:23](=[O:24])[N:25]([CH3:26])[O:27][CH3:28])[C:17](=[O:20])[CH2:18][CH2:19]2)[cH:5][cH:6][c:7]1[Cl:8]. Starting materials: C(C)(C)(C)O[C@H](C(=O)OC)C1=C2N3CCC(OCCCC[C@@H](OC=4C=CC(=CC4C4=CC=CC(C5=CN2C(C(=C1C)C=O)=N5)=C4)F)C)(CC3)C (Methyl(2S)-2-(tert-butoxy)-2-[(22S)-17-fluoro-5-formyl-4,22,28-trimethyl-21,27-dioxa-1,7,34-triazahexacyclo[26.2.2.16,9.110,14.02,7.015,20]tetratriaconta-2,4,6(34),8,10(33),11,13,15(20),16,18-decaen-3-yl]acetate), CC(C)N (propan-2-amine), C(#N)[BH3-].[Na+] (sodium cyanoborohydride), imine. The solvent is O1CCCC1 (Tetrahydrofuran), CO (Methanol). Conditions: time 2 hour. Product: C(C)(C)(C)O[C@H](C(=O)OC)C1=C2N3CCC(OCCCC[C@@H](OC=4C=CC(=CC4C4=CC=CC(C5=CN2C(C(=C1C)CNC(C)C)=N5)=C4)F)C)(CC3)C (Methyl(2S)-2-(tert-butoxy)-2-[(22S)-17-fluoro-4,22,28-trimethyl-5-{[(propan-2-yl)amino]methyl}-21,27-dioxa-1,7,34-triazahexacyclo[26.2.2.16,9.110,14.02,7.015,20]tetratriaconta-2,4,6(34),8,10(33),11,13,15(20),16,18-decaen-3-yl]acetate). Reaction SMILES: [C:1]([O:5][C@@H:6]([C:11]1[C:40]([CH3:41])=[C:39]([CH:42]=O)[C:38]2=[N:44][C:35]3=[CH:36][N:37]2[C:12]=1[N:13]1[CH2:49][CH2:48][C:16]([CH3:50])([O:17][CH2:18][CH2:19][CH2:20][CH2:21][C@H:22]([CH3:47])[O:23][C:24]2[CH:25]=[CH:26][C:27]([F:46])=[CH:28][C:29]=2[C:30]2[CH:45]=[C:34]3[CH:33]=[CH:32][CH:31]=2)[CH2:15][CH2:14]1)[C:7]([O:9][CH3:10])=[O:8])([CH3:4])([CH3:3])[CH3:2].[CH3:51][CH:52]([NH2:54])[CH3:53].C([BH3-])#N.[Na+]>O1CCCC1.CO>[C:1]([O:5][C@@H:6]([C:11]1[C:40]([CH3:41])=[C:39]([CH2:42][NH:54][CH:52]([CH3:53])[CH3:51])[C:38]2=[N:44][C:35]3=[CH:36][N:37]2[C:12]=1[N:13]1[CH2:49][CH2:48][C:16]([CH3:50])([O:17][CH2:18][CH2:19][CH2:20][CH2:21][C@H:22]([CH3:47])[O:23][C:24]2[CH:25]=[CH:26][C:27]([F:46])=[CH:28][C:29]=2[C:30]2[CH:45]=[C:34]3[CH:33]=[CH:32][CH:31]=2)[CH2:15][CH2:14]1)[C:7]([O:9][CH3:10])=[O:8])([CH3:4])([CH3:2])[CH3:3] |f:2.3|. Procedure details: Methyl(2S)-2-(tert-butoxy)-2-[(22S)-17-fluoro-5-formyl-4,22,28-trimethyl-21,27-dioxa-1,7,34-triazahexacyclo[26.2.2.16,9.110,14.02,7.015,20]tetratriaconta-2,4,6(34),8,10(33),11,13,15(20),16,18-decaen-3-yl]acetate (40 mg, 0.058 mmol, 1.0 equiv) was mixed with propan-2-amine (6.90 mg, 0.117 mmol, 2.0 equiv) in Tetrahydrofuran (583 μl) and Methanol (146 μl). The solution was stirred for 2 hours. LCMS show about 50% conversion to imine. Then to this solution was added sodium cyanoborohydride (21.99 m... Reactants: O=C1CCC(=O)N1Br, CCSC1=CCC2C3CCC4=CC(=O)C=CC4(C)C3(F)C(O)CC12C, ClCCl. Product: CCSC1=C(Br)CC2C3CCC4=CC(=O)C=CC4(C)C3(F)C(O)CC12C. As a reaction SMILES: [Br:26][N:27]1[C:28](=[O:29])[CH2:30][CH2:31][C:32]1=[O:33].[CH2:1]([CH3:2])[S:3][C:4]1=[CH:9][CH2:8][CH:7]2[C:5]1([CH3:6])[CH2:22][CH:21]([OH:23])[C:20]1([F:24])[CH:10]2[CH2:11][CH2:12][C:13]2=[CH:14][C:15](=[O:25])[CH:16]=[CH:17][C:18]21[CH3:19].[Cl:34][CH2:35][Cl:36]>>[CH2:1]([CH3:2])[S:3][C:4]1=[C:9]([Br:26])[CH2:8][CH:7]2[C:5]1([CH3:6])[CH2:22][CH:21]([OH:23])[C:20]1([F:24])[CH:10]2[CH2:11][CH2:12][C:13]2=[CH:14][C:15](=[O:25])[CH:16]=[CH:17][C:18]21[CH3:19].